Dataset: the Open Reaction Database (ORD), a public repository of structured organic reaction records. Task: describe an organic reaction: reactants, conditions, products, and yield Starting materials: C1=CC=CC=2C3=CC=CC=C3C(C12)COC(=O)N([C@@H](CCC(NC)=O)C(=O)NCC1=CC(=C(C=C1)O)O)C(C1=CC=CC=C1)(C1=CC=CC=C1)C1=CC=CC=C1 (N-[Nα-(9-fluorenylmethoxycarbonyl)-Nδ-methyltrityl-L-glutaminyl]-3,4-dihydroxybenzylamine), OC=1C=C(C(=O)O)C=CC1O (3,4-dihydroxybenzoic acid). Yields the product OC=1C=C(C(=O)N([C@@H](CCC(NC)=O)C(=O)NCC2=CC(=C(C=C2)O)O)C(C2=CC=CC=C2)(C2=CC=CC=C2)C2=CC=CC=C2)C=CC1O (N-[Nα-(3,4-Dihydroxybenzoyl)-Nδ-methyltrityl-L-glutaminyl]-3,4-dihydroxybenzylamine), crystals. Yield: 32.0%. Reaction SMILES: C1C2C(COC([N:18]([C:38]([C:51]3[CH:56]=[CH:55][CH:54]=[CH:53][CH:52]=3)([C:45]3[CH:50]=[CH:49][CH:48]=[CH:47][CH:46]=3)[C:39]3[CH:44]=[CH:43][CH:42]=[CH:41][CH:40]=3)[C@H:19]([C:26]([NH:28][CH2:29][C:30]3[CH:35]=[CH:34][C:33]([OH:36])=[C:32]([OH:37])[CH:31]=3)=[O:27])[CH2:20][CH2:21][C:22](=[O:25])[NH:23][CH3:24])=O)C3C(=CC=CC=3)C=2C=CC=1.[OH:57][C:58]1[CH:59]=[C:60]([CH:64]=[CH:65][C:66]=1[OH:67])[C:61]([OH:63])=O>>[OH:57][C:58]1[CH:59]=[C:60]([CH:64]=[CH:65][C:66]=1[OH:67])[C:61]([N:18]([C:38]([C:51]1[CH:56]=[CH:55][CH:54]=[CH:53][CH:52]=1)([C:45]1[CH:50]=[CH:49][CH:48]=[CH:47][CH:46]=1)[C:39]1[CH:40]=[CH:41][CH:42]=[CH:43][CH:44]=1)[C@H:19]([C:26]([NH:28][CH2:29][C:30]1[CH:35]=[CH:34][C:33]([OH:36])=[C:32]([OH:37])[CH:31]=1)=[O:27])[CH2:20][CH2:21][C:22](=[O:25])[NH:23][CH3:24])=[O:63]. Reported procedure: The title compound was prepared from N-[Nα-(9-fluorenylmethoxycarbonyl)-Nδ-methyltrityl-L-glutaminyl]-3,4-dihydroxybenzylamine (576 mg, 0.8 mmol, example 26, step A) as described for example 26 (step B) using 3,4-dihydroxybenzoic acid (178 mg, 1.2 mmol) instead of 4-hydroxy-3-nitrobenzoic acid. The crude material was purified by flash chromatography using a solvent gradient from 30% to 60% EtOAc/CH2Cl2/1% AcOH. The title compound was obtained as white crystals (190 mg, 32%). The reactants are C(CCl)Cl (EDC), NaH2PO4, OCC(CC(C)C)NC(OC(C)(C)C)=O (tert-Butyl 1-hydroxy-4-methylpentan-2-ylcarbamate), BrCCCC(=O)O (4-bromo-butyric acid). Reagents/catalysts: CN(C)C=1C=CN=CC1 (DMAP). Run in C(Cl)Cl (CH2Cl2). Conditions: temperature 0 celsius, time 8 hour. The product is BrCCCC(=O)OCC(CC(C)C)NC(=O)OC(C)(C)C (2-(tert-butoxycarbonylamino)-4-methylpentyl 4-bromobutanoate). Yield: 97.9%. Reaction SMILES: [OH:1][CH2:2][CH:3]([NH:8][C:9](=[O:15])[O:10][C:11]([CH3:14])([CH3:13])[CH3:12])[CH2:4][CH:5]([CH3:7])[CH3:6].[Br:16][CH2:17][CH2:18][CH2:19][C:20](O)=[O:21].C(Cl)CCl>C(Cl)Cl.CN(C1C=CN=CC=1)C>[Br:16][CH2:17][CH2:18][CH2:19][C:20]([O:1][CH2:2][CH:3]([NH:8][C:9]([O:10][C:11]([CH3:13])([CH3:12])[CH3:14])=[O:15])[CH2:4][CH:5]([CH3:7])[CH3:6])=[O:21]. Procedure details: tert-Butyl 1-hydroxy-4-methylpentan-2-ylcarbamate (2.00 g, 9.20 mmol) and 4-bromo-butyric acid (2.57 g, 15.38 mmol) were dissolved in CH2Cl2 (40 ml) and the mixture was cooled to 0° C. EDC (4.20 g, 21.90 mmol) and DMAP (0.27 g, 2.21 mmol) were added and the reaction was slowly warmed to room temperature and stirred overnight. Then the reaction was treated with a solution of 5% aqueous NaH2PO4 (100 ml). The organic layer was washed with a solution of 10% aqueous Na2CO3 (100 ml) and brine, dried o... The reactants are O1COCC2=C1C(=CC=C2)CC=2N=CNC2 (4-[(4H-1,3-benzodioxin-8-yl)methyl]-1H-imidazole), Cl (hydrochloride). Yields the product N1C=NC(=C1)C(CCCC)C=1C(=C(C=CC1)CO)O (3-[1-(1H-imidazol-4-yl)pentyl]-2-hydroxybenzenemethanol). Reaction SMILES: [O:1]1[C:6]2[C:7]([CH2:11][C:12]3[N:13]=[CH:14][NH:15][CH:16]=3)=[CH:8][CH:9]=[CH:10][C:5]=2[CH2:4][O:3]C1.Cl>>[NH:15]1[CH:16]=[C:12]([CH:11]([C:7]2[C:6]([OH:1])=[C:5]([CH2:4][OH:3])[CH:10]=[CH:9][CH:8]=2)[CH2:4][CH2:5][CH2:6][CH3:7])[N:13]=[CH:14]1. Procedure: 4-[(4H-1,3-benzodioxin-8-yl)methyl]-1H-imidazole and the hydrochloride thereof; Starting materials: Cl (hydrochloric acid), C1(CCC(=O)O1)=O (succinic anhydride), C(C=C)O (allyl alcohol), C(C)(C)N(C(C)C)CC (N,N-diisopropylethylamine). Reagents/catalysts: CN(C)C1=CC=NC=C1 (4-(N,N-dimethylamino)pyridine). The solvent is ClCCl (dichloromethane). Reaction conditions: time 1 hour. The product is C(CCC(=O)O)(=O)OCC=C (allyl hydrogen succinate). As a reaction SMILES: [C:1]1(=[O:7])[O:6][C:4](=[O:5])[CH2:3][CH2:2]1.[CH2:8]([OH:11])[CH:9]=[CH2:10].C(N(CC)C(C)C)(C)C.Cl>ClCCl.CN(C1C=CN=CC=1)C>[C:4]([O:11][CH2:8][CH:9]=[CH2:10])(=[O:5])[CH2:3][CH2:2][C:1]([OH:6])=[O:7]. Procedure: To a solution of commercially available succinic anhydride (2.00 g, 20.0 mmol) in dichloromethane (10 ml) were added allyl alcohol (1.75 g, 30.1 mmol), N,N-diisopropylethylamine (3.88 g, 30.1 mmol) and 4-(N,N-dimethylamino)pyridine (10 mg) at room temperature. The mixture was stirred for 1 hour, then 1N hydrochloric acid was added thereto, and the resulting solution was extracted with ethyl acetate. The extract was washed with an aqueous solution of sodium chloride, dried over anhydrous magnesiu... The reactants are NCCC1=NC2=CC=CC=C2C(=N1)C(=O)O (2-(2-aminoethyl)quinazoline-4-carboxylic acid), C(C)(=O)OC(C)=O (acetyl acetate). The solvent is O1CCCC1 (tetrahydrofuran). Product: C(C)(=O)NCCC1=NC2=CC=CC=C2C(=N1)C(=O)O (2-(2-acetamidoethyl)quinazoline-4-carboxylic acid). As a reaction SMILES: [NH2:1][CH2:2][CH2:3][C:4]1[N:13]=[C:12]([C:14]([OH:16])=[O:15])[C:11]2[C:6](=[CH:7][CH:8]=[CH:9][CH:10]=2)[N:5]=1.[C:17](OC(=O)C)(=[O:19])[CH3:18]>O1CCCC1>[C:17]([NH:1][CH2:2][CH2:3][C:4]1[N:13]=[C:12]([C:14]([OH:16])=[O:15])[C:11]2[C:6](=[CH:7][CH:8]=[CH:9][CH:10]=2)[N:5]=1)(=[O:19])[CH3:18]. Procedure details: Into a 500-mL 4-necked round-bottom flask purged and maintained with an inert atmosphere of nitrogen, was placed a solution of 2-(2-aminoethyl)quinazoline-4-carboxylic acid (3.2 g, 14.73 mmol, 1.00 equiv) in tetrahydrofuran (32 mL). This was followed by the addition of acetyl acetate (32 mL) dropwise with stirring at room temperature. The resulting solution was stirred for 18 h at room temperature. The reaction was then quenched by the addition of 50 mL of water. The mixture was concentrated und... Reactants: ClC1=CC(=CC=C1)C(=O)OO (m-chloroperbenzoic acid), C(#N)C1=CC2=C(CCC=3C(=NC=CC3)C2=O)C=C1 (9-cyano-5,6-dihydrobenzo[5,6]cyclohepta[1,2-b]pyridin-11-one), ClC1=CC(=CC=C1)C(=O)OO (m-chloroperbenzoic acid). Solvent: C(Cl)(Cl)Cl (chloroform). Product: C(#N)C1=CC2=C(CCC=3C(=[N+](C=CC3)[O-])C2=O)C=C1 (9-cyano-5,6-dihydrobenzo[5,6]cyclohepta[1,2-b]-pyridin-11-one N-oxide). As a reaction SMILES: ClC1C=CC=C(C(OO)=[O:9])C=1.[C:12]([C:14]1[CH:29]=[CH:28][C:17]2[CH2:18][CH2:19][C:20]3[C:21]([C:26](=[O:27])[C:16]=2[CH:15]=1)=[N:22][CH:23]=[CH:24][CH:25]=3)#[N:13]>C(Cl)(Cl)Cl>[C:12]([C:14]1[CH:29]=[CH:28][C:17]2[CH2:18][CH2:19][C:20]3[C:21]([C:26](=[O:27])[C:16]=2[CH:15]=1)=[N+:22]([O-:9])[CH:23]=[CH:24][CH:25]=3)#[N:13]. Reported procedure: In a manner similar to that described in Example II, 1.19 grams (0.0055 mole) of m-chloroperbenzoic acid is added to a solution of 1.29 grams (0.005 mole) of 9-cyano-5,6-dihydrobenzo[5,6]cyclohepta[1,2-b]pyridin-11-one in 20 milliliters of chloroform and the resulting mixture stirred at ambient temperature for several days with an addition of an about 0.5 gram portion of m-chloroperbenzoic acid after the first 24 hours. At the end of this period the mixture is washed, dried and evaporated to obt...